This data is from the Open Reaction Database (ORD), a public repository of structured organic reaction records. The task is: describe an organic reaction: reactants, conditions, products, and yield Starting materials: O=C=NCc1ccccc1, CC(C)C(=O)Nc1cccc(C2CCN(CCCN)CC2)c1. The product is CC(C)C(=O)Nc1cccc(C2CCN(CCCNC(=O)NCc3ccccc3)CC2)c1. RXN SMILES: [N:1](=[C:2]=[O:3])[CH2:4][c:5]1[cH:6][cH:7][cH:8][cH:9][cH:10]1.[NH2:11][CH2:12][CH2:13][CH2:14][N:15]1[CH2:16][CH2:17][CH:18]([c:21]2[cH:22][c:23]([NH:27][C:28]([CH:29]([CH3:30])[CH3:31])=[O:32])[cH:24][cH:25][cH:26]2)[CH2:19][CH2:20]1>>[NH:1]([C:2](=[O:3])[NH:11][CH2:12][CH2:13][CH2:14][N:15]1[CH2:16][CH2:17][CH:18]([c:21]2[cH:22][c:23]([NH:27][C:28]([CH:29]([CH3:30])[CH3:31])=[O:32])[cH:24][cH:25][cH:26]2)[CH2:19][CH2:20]1)[CH2:4][c:5]1[cH:6][cH:7][cH:8][cH:9][cH:10]1. Starting materials: CC(=O)Cl, Cc1ncsc1C(O)c1ccccc1, ClCCl, c1ccncc1. Yields the product CC(=O)OC(c1ccccc1)c1scnc1C. As a reaction SMILES: [CH3:1][C:2]([Cl:3])=[O:4].[CH3:5][c:6]1[n:7][cH:8][s:9][c:10]1[CH:11]([OH:12])[c:13]1[cH:14][cH:15][cH:16][cH:17][cH:18]1.[Cl:25][CH2:26][Cl:27].[cH:19]1[cH:20][cH:21][n:22][cH:23][cH:24]1>>[CH3:1][C:2](=[O:4])[O:12][CH:11]([c:10]1[c:6]([CH3:5])[n:7][cH:8][s:9]1)[c:13]1[cH:14][cH:15][cH:16][cH:17][cH:18]1. Starting materials: compound, ClC=1C2=C(N=CN1)C=CC(=N2)Cl (4,6-dichloro-pyrido[3,2-d]pyrimidine), SC=1N(C(=CN1)C)C (2-mercapto-1,5-dimethylimidazole), NC1=NC=C(N=C1)C (2-amino-5-methylpyrazine). The product is CN1C(=NC=C1C)SC=1C=CC=2N=CN=C(C2N1)NC1=NC=C(N=C1)C (6-(1,5-Dimethylimidazol-2-ylsulfanyl)-(5-methyl-pyrazin-2-yl)pyrido[3,2-d]pyrimidin-4-yl-amine). As a reaction SMILES: [SH:1][C:2]1[N:3]([CH3:8])[C:4]([CH3:7])=[CH:5][N:6]=1.[NH2:9][C:10]1[CH:15]=[N:14][C:13]([CH3:16])=[CH:12][N:11]=1.Cl[C:18]1[C:19]2[N:27]=[C:26](Cl)[CH:25]=[CH:24][C:20]=2[N:21]=[CH:22][N:23]=1>>[CH3:8][N:3]1[C:4]([CH3:7])=[CH:5][N:6]=[C:2]1[S:1][C:26]1[CH:25]=[CH:24][C:20]2[N:21]=[CH:22][N:23]=[C:18]([NH:9][C:10]3[CH:15]=[N:14][C:13]([CH3:16])=[CH:12][N:11]=3)[C:19]=2[N:27]=1. Procedure details: The compound of Example 47 was manufactured by the same method as in Example 31, by a similar method thereto or by a combination of such a method with a conventional method using 2-mercapto-1,5-dimethylimidazole, 2-amino-5-methylpyrazine and 4,6-dichloro-pyrido[3,2-d]pyrimidine. Reactants: N#CCCCCN(OCc1ccccc1)C(=O)CCC(=O)NCCCCCN(OCc1ccccc1)C(=O)CCC(=O)NCCCCCNOCc1ccccc1, CC(=O)OC(C)=O, c1ccncc1. The product is CC(=O)N(CCCCCNC(=O)CCC(=O)N(CCCCCNC(=O)CCC(=O)N(CCCCC#N)OCc1ccccc1)OCc1ccccc1)OCc1ccccc1. As a reaction SMILES: [CH2:1]([c:2]1[cH:3][cH:4][cH:5][cH:6][cH:7]1)[O:8][N:9]([CH2:10][CH2:11][CH2:12][CH2:13][C:14]#[N:15])[C:16]([CH2:17][CH2:18][C:19]([NH:20][CH2:21][CH2:22][CH2:23][CH2:24][CH2:25][N:26]([C:27]([CH2:28][CH2:29][C:30]([NH:31][CH2:32][CH2:33][CH2:34][CH2:35][CH2:36][NH:37][O:38][CH2:39][c:40]1[cH:41][cH:42][cH:43][cH:44][cH:45]1)=[O:46])=[O:47])[O:48][CH2:49][c:50]1[cH:51][cH:52][cH:53][cH:54][cH:55]1)=[O:56])=[O:57].[CH3:58][C:59](=[O:60])[O:61][C:62](=[O:63])[CH3:64].[cH:65]1[cH:66][cH:67][n:68][cH:69][cH:70]1>>[CH2:1]([c:2]1[cH:3][cH:4][cH:5][cH:6][cH:7]1)[O:8][N:9]([CH2:10][CH2:11][CH2:12][CH2:13][C:14]#[N:15])[C:16]([CH2:17][CH2:18][C:19]([NH:20][CH2:21][CH2:22][CH2:23][CH2:24][CH2:25][N:26]([C:27]([CH2:28][CH2:29][C:30]([NH:31][CH2:32][CH2:33][CH2:34][CH2:35][CH2:36][N:37]([O:38][CH2:39][c:40]1[cH:41][cH:42][cH:43][cH:44][cH:45]1)[C:59]([CH3:58])=[O:60])=[O:46])=[O:47])[O:48][CH2:49][c:50]1[cH:51][cH:52][cH:53][cH:54][cH:55]1)=[O:56])=[O:57]. Reactants: C1CCNC1, Cc1cc(Nc2cc3cc(C(=O)O)ccc3c(OC(C)C)n2)n[nH]1. Product: Cc1cc(Nc2cc3cc(C(=O)N4CCCC4)ccc3c(OC(C)C)n2)n[nH]1. Reaction SMILES: [CH2:25]1[CH2:26][CH2:27][NH:28][CH2:29]1.[CH:1]([CH3:2])([CH3:3])[O:4][c:5]1[n:6][c:7]([NH:18][c:19]2[n:20][nH:21][c:22]([CH3:24])[cH:23]2)[cH:8][c:9]2[cH:10][c:11]([C:15](=[O:16])[OH:17])[cH:12][cH:13][c:14]12>>[CH:1]([CH3:2])([CH3:3])[O:4][c:5]1[n:6][c:7]([NH:18][c:19]2[n:20][nH:21][c:22]([CH3:24])[cH:23]2)[cH:8][c:9]2[cH:10][c:11]([C:15](=[O:16])[N:28]3[CH2:27][CH2:26][CH2:25][CH2:29]3)[cH:12][cH:13][c:14]12. Starting materials: O (Water), COC=1C(=CC2=C(CCOC2CN2CCNCC2)C1)OC ((+)-1-[(3,4-dihydro-6,7-dimethoxy-1H-2-benzopyran-1-yl)methyl]-piperazine), FC1=CC=C(C=C1)C(CCCCl)C1=CC=C(C=C1)F (1,1-bis(4-fluorophenyl)-4-chlorobutane), C([O-])([O-])=O.[K+].[K+] (potassium carbonate). Run in CN(C=O)C (dimethyl formamide). Yields the product dimaleate, C(\C=C/C(=O)O)(=O)O.FC1=CC=C(C=C1)C(CCCN1CCN(CC1)CC1OCCC2=C1C=C(C(=C2)OC)OC)C2=CC=C(C=C2)F ((+)-1-[4,4-bis(4-fluorophenyl)butyl]-4-[(3,4-dihydro-6,7-dimethoxy-1H-2-benzopyran-1yl)methyl]piperazine (Z)-2-butenedioate). RXN SMILES: [CH3:1][O:2][C:3]1[C:4]([O:20][CH3:21])=[CH:5][C:6]2[CH:11]([CH2:12][N:13]3[CH2:18][CH2:17][NH:16][CH2:15][CH2:14]3)[O:10][CH2:9][CH2:8][C:7]=2[CH:19]=1.[F:22][C:23]1[CH:28]=[CH:27][C:26]([CH:29]([C:34]2[CH:39]=[CH:38][C:37]([F:40])=[CH:36][CH:35]=2)[CH2:30][CH2:31][CH2:32]Cl)=[CH:25][CH:24]=1.[C:41](=[O:44])([O-:43])[O-].[K+].[K+].[OH2:47]>CN(C)C=O>[C:9]([OH:10])(=[O:47])/[CH:8]=[CH:7]\[C:41]([OH:43])=[O:44].[F:22][C:23]1[CH:24]=[CH:25][C:26]([CH:29]([C:34]2[CH:35]=[CH:36][C:37]([F:40])=[CH:38][CH:39]=2)[CH2:30][CH2:31][CH2:32][N:16]2[CH2:17][CH2:18][N:13]([CH2:12][CH:11]3[C:6]4[CH:5]=[C:4]([O:20][CH3:21])[C:3]([O:2][CH3:1])=[CH:19][C:7]=4[CH2:8][CH2:9][O:10]3)[CH2:14][CH2:15]2)=[CH:27][CH:28]=1 |f:2.3.4,7.8|. Reported procedure: 14.2 g of (+)-1-[(3,4-dihydro-6,7-dimethoxy-1H-2-benzopyran-1-yl)methyl]-piperazine were reacted with 13.6 g of 1,1-bis(4-fluorophenyl)-4-chlorobutane and 8 g of potassium carbonate in 100 ml of dimethyl formamide for 2 h. Water was added to the mixture and after work up, the dimaleate was prepared as previously described to obtain 11.4 g of (+)-1-[4,4-bis(4-fluorophenyl)butyl]-4-[(3,4-dihydro-6,7-dimethoxy-1H-2-benzopyran-1yl)methyl]piperazine (Z)-2-butenedioate (1:2) salt. mp 200° C. The free ... Starting materials: FC=1C=CC(=C(C1)C1C(N(C2=CC=CC=C12)CCCCC)=O)O (3-(5-fluoro-2-hydroxyphenyl)-1-pentyl-1,3-dihydro-2H-indol-2-one), BrC1=C2C(C(NC2=CC=C1)=O)C=1C(=CC2=C(CCO2)C1)O (4-bromo-3-(6-hydroxy-2,3-dihydro-1-benzofuran-5-yl)-1,3-dihydro-2H-indol-2-one). The product is BrC1=C2C(C(NC2=CC=C1)=O)(CO)C=1C(=CC2=C(CCO2)C1)O (4-bromo-3-(6-hydroxy-2,3-dihydro-1-benzofuran-5-yl)-3-(hydroxymethyl)-1,3-dihydro-2H-indol-2-one). Reaction SMILES: FC1C=CC(O)=C(C2C3C(=CC=CC=3)N(CCCCC)[C:9]2=[O:22])C=1.[Br:24][C:25]1[CH:33]=[CH:32][CH:31]=[C:30]2[C:26]=1[CH:27]([C:35]1[C:36]([OH:44])=[CH:37][C:38]3[O:42][CH2:41][CH2:40][C:39]=3[CH:43]=1)[C:28](=[O:34])[NH:29]2>>[Br:24][C:25]1[CH:33]=[CH:32][CH:31]=[C:30]2[C:26]=1[C:27]([C:35]1[C:36]([OH:44])=[CH:37][C:38]3[O:42][CH2:41][CH2:40][C:39]=3[CH:43]=1)([CH2:9][OH:22])[C:28](=[O:34])[NH:29]2. Reported procedure: Following the procedure as described in PREPARATION 14C, and making non-critical variations to replace 3-(5-fluoro-2-hydroxyphenyl)-1-pentyl-1,3-dihydro-2H-indol-2-one with 4-bromo-3-(6-hydroxy-2,3-dihydro-1-benzofuran-5-yl)-1,3-dihydro-2H-indol-2-one, the title compound was obtained (16%): Rf=0.21 (EtOAc/Hexanes, 7/3). Starting materials: N12CC(C(CC1)CC2)OC2=NC=C(C=N2)C2=CC=C(N)C=C2 (4-[2-(1-azabicyclo[2.2.2]oct-3-yloxy)pyrimidin-5-yl]aniline), C(\C=C\C(=O)O)(=O)O (fumaric acid). Run in C(C)(=O)OCC.C(C)O (ethyl acetate ethanol). The product is C(\C=C\C(=O)O)(=O)O.N12CC(C(CC1)CC2)OC2=NC=C(C=N2)C2=CC=C(N)C=C2.N21CC(C(CC2)CC1)OC1=NC=C(C=N1)C1=CC=C(N)C=C1 (4-[2-(1-azabicyclo[2.2.2]oct-3-yloxy)pyrimidin-5-yl]aniline hemifumarate). Reaction SMILES: [N:1]12[CH2:8][CH2:7][CH:4]([CH2:5][CH2:6]1)[CH:3]([O:9][C:10]1[N:15]=[CH:14][C:13]([C:16]3[CH:22]=[CH:21][C:19]([NH2:20])=[CH:18][CH:17]=3)=[CH:12][N:11]=1)[CH2:2]2.[C:23]([OH:30])(=[O:29])/[CH:24]=[CH:25]/[C:26]([OH:28])=[O:27]>C(OCC)(=O)C.C(O)C>[C:23]([OH:30])(=[O:29])/[CH:24]=[CH:25]/[C:26]([OH:28])=[O:27].[N:1]12[CH2:6][CH2:5][CH:4]([CH2:7][CH2:8]1)[CH:3]([O:9][C:10]1[N:15]=[CH:14][C:13]([C:16]3[CH:22]=[CH:21][C:19]([NH2:20])=[CH:18][CH:17]=3)=[CH:12][N:11]=1)[CH2:2]2.[N:1]12[CH2:6][CH2:5][CH:4]([CH2:7][CH2:8]1)[CH:3]([O:9][C:10]1[N:15]=[CH:14][C:13]([C:16]3[CH:22]=[CH:21][C:19]([NH2:20])=[CH:18][CH:17]=3)=[CH:12][N:11]=1)[CH2:2]2 |f:2.3,4.5.6|. Reported procedure: The product of Example 18C (150 mg, 0.5 mmol) in ethyl acetate:ethanol (1:1, 5 mL) was treated with fumaric acid (58 mg, 0.5 mmol) at ambient temperature for 10 hours. The title compound was obtained as a solid (178.2 mg, yield, 98%). 1H NMR (300 MHz, MeOH-d4) δ 1.74-2.11 (m, 3H), 2.20-2.36 (m, 1H), 2.44-2.53 (m, 1H), 3.13-3.40 (m, 5H), 3.68-3.79 (m, 1H), 5.27-5.35 (m, 1H), 6.68 (s, 1.2H), 6.81 (d, J=8.8 Hz, 2H), 7.37 (d, J=8.8 Hz, 2H), 8.74 (s, 2H) ppm. MS (DCl/NH3) m/z 297 (M+H)+. Anal. Calcul... The reactants are COC=1C=C(C=C(C1)OC)N1C(CCC1)CC(=O)[O-] (2-[1-(3,5-dimethoxyphenyl)pyrrolidin-2-yl]acetate), product, CO (methanol), [OH-].[Na+] (sodium hydroxide). The solvent is O (water). Yields the product COC=1C=C(C=C(C1)OC)N1C(CCC1)CC(=O)O (2-[1-(3,5-Dimethoxyphenyl)pyrrolidin-2-yl]acetic Acid). As a reaction SMILES: [CH3:1][O:2][C:3]1[CH:4]=[C:5]([N:11]2[CH2:15][CH2:14][CH2:13][CH:12]2[CH2:16][C:17]([O-:19])=[O:18])[CH:6]=[C:7]([O:9][CH3:10])[CH:8]=1.CO.[OH-].[Na+]>O>[CH3:1][O:2][C:3]1[CH:4]=[C:5]([N:11]2[CH2:15][CH2:14][CH2:13][CH:12]2[CH2:16][C:17]([OH:19])=[O:18])[CH:6]=[C:7]([O:9][CH3:10])[CH:8]=1 |f:2.3|. Procedure: A mixture of 53.6 g. (0.192 mole) methyl dl-2-[1-(3,5-dimethoxyphenyl)pyrrolidin-2-yl]acetate, 250 ml. methanol and 22.8 g. (0.57 mole) sodium hydroxide in 200 ml. water was stirred at room temperature for 2.5 hours. The methanol was evaporated and the aqueous residue cooled in ice. To this was added dropwise 48 ml. concentrated hydrochloric acid, the mixture extracted with 4×150 ml. methylene chloride, the extract washed with water, dried (MgSO4) and the solvent evaporated to afford 48.9 g. (96...